This data is from the Open Reaction Database (ORD), a public repository of structured organic reaction records. The task is: describe an organic reaction: reactants, conditions, products, and yield Procedure details: To a solution of tert-butyl 6-(methoxymethyl)pyrimidin-4-ylcarbamate (100 mg, 0.42 mmole) in CH2Cl2 (2 mL) was added BBr3 (2.1 mL, 1M solution in CH2Cl2, 2.1 mmole) dropwise at −20° C. After 1.5 hours, the mixture was quenched with MeOH and concentrated. The solid was taken up in MeOH and concentrated (2×) and dried in vacuo to give the title compound as a tan solid. 1H-NMR (300 MHz, d6-DMSO) δ 8.63 (s, 1H), 6.64 (s, 1H), 4.50 (s, 2H). Product: NC1=CC(=NC=N1)CO ((6-Aminopyrimidin-4-yl)methanol). Starting materials: COCC1=CC(=NC=N1)NC(OC(C)(C)C)=O (tert-butyl 6-(methoxymethyl)pyrimidin-4-ylcarbamate), B(Br)(Br)Br (BBr3). Reaction SMILES: C[O:2][CH2:3][C:4]1[N:9]=[CH:8][N:7]=[C:6]([NH:10]C(=O)OC(C)(C)C)[CH:5]=1.B(Br)(Br)Br>C(Cl)Cl>[NH2:10][C:6]1[N:7]=[CH:8][N:9]=[C:4]([CH2:3][OH:2])[CH:5]=1. The solvent is C(Cl)Cl (CH2Cl2). Run at time 1.5 hour. The reactants are C(C)NC (N-ethylmethylamine), C1(=CC=C(C=C1)S(=O)(=O)O)C (p-toluenesulfonic acid), FC(OC=1C=C(C=CC1)SC=1C=C(C(N)=CC1C)C)F (4-(3-difluoromethoxyphenylthio)-2,5-xylidine), CCCCCC.C(C)(=O)OCC (hexane ethyl acetate). Solvent: C(Cl)Cl (methylene chloride). Run at time 3 hour. The product is C(C)N(C=NC1=C(C=C(C(=C1)C)SC1=CC(=CC=C1)OC(F)F)C)C (N-ethyl-N-methyl-N′-[4-(3-difluoromethoxyphenylthio)-2,5-xylyl]formamidine). RXN SMILES: [C:1]1([CH3:11])C=CC(S(O)(=O)=O)=CC=1.[F:12][CH:13]([F:31])[O:14][C:15]1[CH:16]=[C:17]([S:21][C:22]2[CH:23]=[C:24]([CH3:30])[C:25](=[CH:27][C:28]=2[CH3:29])[NH2:26])[CH:18]=[CH:19][CH:20]=1.CCCCCC.C(OCC)(=O)C.[CH2:44]([NH:46][CH3:47])C>C(Cl)Cl>[CH2:1]([N:46]([CH3:47])[CH:44]=[N:26][C:25]1[CH:27]=[C:28]([CH3:29])[C:22]([S:21][C:17]2[CH:18]=[CH:19][CH:20]=[C:15]([O:14][CH:13]([F:12])[F:31])[CH:16]=2)=[CH:23][C:24]=1[CH3:30])[CH3:11] |f:2.3|. Reported procedure: Catalytic p-toluenesulfonic acid is added to a mixture of 25 g of 4-(3-difluoromethoxyphenylthio)-2,5-xylidine (0.085 moles) and 141 ml of triethylorthoformiate (0.85 moles). The temperature is brought to reflux and the mixture is kept under stirring for 3 hours. The reaction trend is controlled with TLC (eluent hexane/ethyl acetate 8:2). When the reaction is completed, the mixture is concentrated at reduced pressure and the raw product obtained dissolved in methylene chloride (234 ml); 14.3 ml ...